From a dataset of the Open Reaction Database (ORD), a public repository of structured organic reaction records. describe an organic reaction: reactants, conditions, products, and yield The reactants are COc1cc2ncnc(Oc3cccc(N)c3)c2cc1OC, CN(C)c1ccncc1, CC(C)c1cc(NC(=O)Oc2ccccc2)on1, CCN(C(C)C)C(C)C, C1CCOC1. Yields the product COc1cc2ncnc(Oc3cccc(NC(=O)Nc4cc(C(C)C)no4)c3)c2cc1OC. As a reaction SMILES: [CH3:1][O:2][c:3]1[cH:4][c:5]2[c:6]([O:15][c:16]3[cH:17][c:18]([NH2:19])[cH:20][cH:21][cH:22]3)[n:7][cH:8][n:9][c:10]2[cH:11][c:12]1[O:13][CH3:14].[CH3:50][N:51]([CH3:52])[c:53]1[cH:54][cH:55][n:56][cH:57][cH:58]1.[CH:23]([CH3:24])([CH3:25])[c:26]1[n:27][o:28][c:29]([NH:31][C:32]([O:33][c:35]2[cH:36][cH:37][cH:38][cH:39][cH:40]2)=[O:34])[cH:30]1.[CH:41]([N:42]([CH2:43][CH3:44])[CH:45]([CH3:46])[CH3:47])([CH3:48])[CH3:49].[O:59]1[CH2:60][CH2:61][CH2:62][CH2:63]1>>[CH3:1][O:2][c:3]1[cH:4][c:5]2[c:6]([O:15][c:16]3[cH:17][c:18]([NH:19][C:32]([NH:31][c:29]4[o:28][n:27][c:26]([CH:23]([CH3:24])[CH3:25])[cH:30]4)=[O:33])[cH:20][cH:21][cH:22]3)[n:7][cH:8][n:9][c:10]2[cH:11][c:12]1[O:13][CH3:14]. Starting materials: [Cl-].[NH4+] (ammonium chloride), CCCCCC (n-hexane), C(CCC)[Li] (n-butyl lithium), C(C1=CC=CC=C1)O[C@H]1[C@@H](O[C@@H]([C@H]([C@@H]1OCC1=CC=CC=C1)OCC1=CC=CC=C1)COCC1=CC=CC=C1)C1=CC(=CC(=C1)COC)Br ((1S)-1,5-anhydro-2,3,4,6-tetra-O-benzyl-1-[3-bromo-5-(methoxymethyl)phenyl]-D-glucitol), C1CCOC1 (THF). The solvent is CN(C)C=O (DMF). Run at time 30 minute. Yields the product CC1=C(C=O)C=C(C=C1COC)[C@@H]1O[C@@H]([C@H]([C@@H]([C@H]1OCC1=CC=CC=C1)OCC1=CC=CC=C1)OCC1=CC=CC=C1)COCC1=CC=CC=C1 (methyl 3-methoxymethyl-5-[(2S,3S,4R,5R,6R)-3,4,5-tris(benzyloxy)-6-[(benzyloxy)methyl]-tetrahydro-2H-pyran-2-yl]benzaldehyde). As a reaction SMILES: CCCCCC.[CH2:7]([Li])CCC.[CH2:12]([O:19][C@@H:20]1[C@@H:25]([O:26][CH2:27][C:28]2[CH:33]=[CH:32][CH:31]=[CH:30][CH:29]=2)[C@H:24]([O:34][CH2:35][C:36]2[CH:41]=[CH:40][CH:39]=[CH:38][CH:37]=2)[C@@H:23]([CH2:42][O:43][CH2:44][C:45]2[CH:50]=[CH:49][CH:48]=[CH:47][CH:46]=2)[O:22][C@H:21]1[C:51]1[CH:56]=[C:55]([CH2:57][O:58][CH3:59])[CH:54]=[C:53](Br)[CH:52]=1)[C:13]1[CH:18]=[CH:17][CH:16]=[CH:15][CH:14]=1.[Cl-].[NH4+].C1C[O:66][CH2:65]C1>CN(C=O)C>[CH3:7][C:54]1[C:55]([CH2:57][O:58][CH3:59])=[CH:56][C:51]([C@H:21]2[C@H:20]([O:19][CH2:12][C:13]3[CH:14]=[CH:15][CH:16]=[CH:17][CH:18]=3)[C@@H:25]([O:26][CH2:27][C:28]3[CH:33]=[CH:32][CH:31]=[CH:30][CH:29]=3)[C@H:42]([O:43][CH2:44][C:45]3[CH:46]=[CH:47][CH:48]=[CH:49][CH:50]=3)[C@@H:23]([CH2:24][O:34][CH2:35][C:36]3[CH:37]=[CH:38][CH:39]=[CH:40][CH:41]=3)[O:22]2)=[CH:52][C:53]=1[CH:65]=[O:66] |f:3.4|. Procedure: A 1.6 M n-hexane solution of n-butyl lithium (14.0 ml) was added dropwise to a solution of (1S)-1,5-anhydro-2,3,4,6-tetra-O-benzyl-1-[3-bromo-5-(methoxymethyl)phenyl]-D-glucitol (7.8 g) in THF (5.0 ml) at −78° C. and the mixture was stirred for 30 minutes. DMF (1.0 ml) was added dropwise to the reaction mixture and the mixture was stirred for four hours. Saturated aqueous solution of ammonium chloride was added to the reaction mixture and the mixture was extracted with ethyl acetate. The organic... Starting materials: O (water), solution, B(Br)(Br)Br (boron tribromide), C(C)OC1=CC=C(C=C1)C=1SC(=CN1)CCCCCCCC (2-(4-ethoxyphenyl)-5-octylthiazole). Run in ClCCl (dichloromethane), ClCCl (dichloromethane). Conditions: time 8 hour. Yields the product OC1=CC=C(C=C1)C=1SC(=CN1)CCCCCCCC (2-(4-hydroxyphenyl)-5-octylthiazole). Reaction SMILES: B(Br)(Br)Br.C([O:7][C:8]1[CH:13]=[CH:12][C:11]([C:14]2[S:15][C:16]([CH2:19][CH2:20][CH2:21][CH2:22][CH2:23][CH2:24][CH2:25][CH3:26])=[CH:17][N:18]=2)=[CH:10][CH:9]=1)C.O>ClCCl>[OH:7][C:8]1[CH:9]=[CH:10][C:11]([C:14]2[S:15][C:16]([CH2:19][CH2:20][CH2:21][CH2:22][CH2:23][CH2:24][CH2:25][CH3:26])=[CH:17][N:18]=2)=[CH:12][CH:13]=1. Procedure: A 1M solution of boron tribromide in dichloromethane (50 cm3) is added dropwise to a solution of 2-(4-ethoxyphenyl)-5-octylthiazole [J. prakt. Chem., (1979) Vol. 321, pp 643](2.0 g) and dichloromethane (50 cm3) at 0° C. under an atmosphere of nitrogen. The reaction solution is stirred overnight and water (100 cm3) added. The organic layer is separated off and the aqueous layer extracted with dichloromethane (2×100 cm3). The combined organic layers are washed with brine (2×100 cm3) and then dried... Reactants: N[C@@](C(=O)NC1=CC=C(C=C1)OC=1C=C2C(OCC2=CC1)(C)C)(CC)C ((2R)-2-amino-N-[4-[(3,3-dimethyl-1H-isobenzofuran-5-yl)oxy]phenyl]-2-methyl-butanamide), N[C@@](C(=O)NC1=CC=C(C=C1)OC=1C=C2C(OCC2=CC1)(C)C)(CC)C ((2R)-2-amino-N-[4-[(3,3-dimethyl-1H-isobenzofuran-5-yl)oxy]phenyl]-2-methyl-butanamide), C(CC(O)(C(=O)O)CC(=O)O)(=O)O (citric acid), C1=CN(C=N1)C(=O)N2C=CN=C2 (CDI), C1=CN(C=N1)C(=O)N2C=CN=C2 (CDI), C1=CN(C=N1)C(=O)N2C=CN=C2 (CDI). The solvent is C(C)(=O)OCC (ethyl acetate), C(C)(=O)OCC (ethyl acetate), C(C)(=O)OCC (ethyl acetate). Run at time 8 hour. Product: CC1(OCC2=C1C=C(C=C2)OC2=CC=C(C=C2)N2C(N[C@](C2=O)(C)CC)=O)C ((5R)-3-{4-[(3,3-dimethyl-1,3-dihydro-2-benzofuran-5-yl)oxy]phenyl}-5-ethyl-5-methyl-2,4-imidazolidinedione). As a reaction SMILES: [NH2:1][C@:2]([CH3:26])([CH2:24][CH3:25])[C:3]([NH:5][C:6]1[CH:11]=[CH:10][C:9]([O:12][C:13]2[CH:14]=[C:15]3[C:19](=[CH:20][CH:21]=2)[CH2:18][O:17][C:16]3([CH3:23])[CH3:22])=[CH:8][CH:7]=1)=[O:4].C1N=CN([C:32](N2C=NC=C2)=[O:33])C=1.C(O)(=O)CC(CC(O)=O)(C(O)=O)O>C(OCC)(=O)C>[CH3:23][C:16]1([CH3:22])[C:15]2[CH:14]=[C:13]([O:12][C:9]3[CH:8]=[CH:7][C:6]([N:5]4[C:3](=[O:4])[C@:2]([CH2:24][CH3:25])([CH3:26])[NH:1][C:32]4=[O:33])=[CH:11][CH:10]=3)[CH:21]=[CH:20][C:19]=2[CH2:18][O:17]1. Reported procedure: (2R)-2-amino-N-[4-[(3,3-dimethyl-1H-isobenzofuran-5-yl)oxy]phenyl]-2-methyl-butanamide (Intermediate 71, 140 mg, 0.39 mmol) was dissolved in ethyl acetate (2 mL) and the resulting solution was added drop wise to a suspension of CDI (1.4 equiv) in ethyl acetate (0.5 mL). The resulting suspension was stirred overnight. A new solution of CDI was freshly prepared (60 mg in 0.5 mL of ethyl acetate) and added drop wise to the mixture. A third portion of CDI (50 mg) was added and the reaction mixture w... Starting materials: CC1=CC=C(C=C1)C=1C(=CC=CC1)C(=O)NC1=CC=C(C(=O)N(C2=C(C=CC=C2)OCCCCC=CC(=O)OC)C)C=C1 (4-(4′-methylbiphenyl-2-carboxamido)-N-methyl-N-[2-(6-methoxycarbonyl-5-hexenyloxy)phenyl]benzamide), [BH4-].[Na+] (sodium borohydride). The reagents and catalysts are O.O.O.O.O.O.[Ni](Cl)Cl (nickel chloride hexahydrate). Run in CO (methanol), O1CCCC1 (tetrahydrofuran), O1CCCC1 (tetrahydrofuran). Reaction conditions: temperature 0 celsius, time 4 hour. The product is CC1=CC=C(C=C1)C=1C(=CC=CC1)C(=O)NC1=CC=C(C(=O)N(C2=C(C=CC=C2)OCCCCCCC(=O)OC)C)C=C1 (4-(4′-methylbiphenyl-2-carboxamido)-N-methyl-N-[2-(6-methoxycarbonylhexyloxy)phenyl]benzamide). Isolated yield 94.1%. RXN SMILES: [CH3:1][C:2]1[CH:7]=[CH:6][C:5]([C:8]2[C:9]([C:14]([NH:16][C:17]3[CH:43]=[CH:42][C:20]([C:21]([N:23]([CH3:41])[C:24]4[CH:29]=[CH:28][CH:27]=[CH:26][C:25]=4[O:30][CH2:31][CH2:32][CH2:33][CH2:34][CH:35]=[CH:36][C:37]([O:39][CH3:40])=[O:38])=[O:22])=[CH:19][CH:18]=3)=[O:15])=[CH:10][CH:11]=[CH:12][CH:13]=2)=[CH:4][CH:3]=1.[BH4-].[Na+]>CO.O1CCCC1.O.O.O.O.O.O.[Ni](Cl)Cl>[CH3:1][C:2]1[CH:7]=[CH:6][C:5]([C:8]2[C:9]([C:14]([NH:16][C:17]3[CH:43]=[CH:42][C:20]([C:21]([N:23]([CH3:41])[C:24]4[CH:29]=[CH:28][CH:27]=[CH:26][C:25]=4[O:30][CH2:31][CH2:32][CH2:33][CH2:34][CH2:35][CH2:36][C:37]([O:39][CH3:40])=[O:38])=[O:22])=[CH:19][CH:18]=3)=[O:15])=[CH:10][CH:11]=[CH:12][CH:13]=2)=[CH:4][CH:3]=1 |f:1.2,5.6.7.8.9.10.11|. Procedure details: A solution of 4-(4′-methylbiphenyl-2-carboxamido)-N-methyl-N-[2-(6-methoxycarbonyl-5-hexenyloxy)phenyl]benzamide (360 mg) and nickel chloride hexahydrate (594 mg) in methanol (15 ml) and tetrahydrofuran (15 ml) was treated at 0° C. with sodium borohydride (283 mg) and stirred at 0° C. for 4 hours. The reaction mixture was diluted with tetrahydrofuran and filtered through a bed of Celite and then concentrated. The residue was diluted with ethyl acetate and washed with water and brine. The organic... Starting materials: C1(=CC=CC=C1)C=1C2=C(OC1)C1=CC=CC=C1C(=C2)C(=O)O (3-phenylnaphtho-[1,2-b]furan-5-carboxylic acid), [N+](=O)([N+](=O)[O-])[O-] (dinitrogen tetraoxide). The solvent is C(Cl)(Cl)Cl (chloroform). Conditions: temperature 20 celsius, time 1 day. The product is [N+](=O)([O-])C1=C(C2=C(O1)C1=CC=CC=C1C(=C2)C(=O)O)C2=CC=CC=C2 (2-nitro-3-phenylnaphtho-[1,2-b]furan-5-carboxylic acid). Reaction SMILES: [C:1]1([C:7]2[C:8]3[CH:19]=[C:18]([C:20]([OH:22])=[O:21])[C:17]4[C:12](=[CH:13][CH:14]=[CH:15][CH:16]=4)[C:9]=3[O:10][CH:11]=2)[CH:6]=[CH:5][CH:4]=[CH:3][CH:2]=1.[N+:23]([O-:28])([N+]([O-])=O)=[O:24]>C(Cl)(Cl)Cl>[N+:23]([C:11]1[O:10][C:9]2[C:12]3[C:17]([C:18]([C:20]([OH:22])=[O:21])=[CH:19][C:8]=2[C:7]=1[C:1]1[CH:2]=[CH:3][CH:4]=[CH:5][CH:6]=1)=[CH:16][CH:15]=[CH:14][CH:13]=3)([O-:28])=[O:24]. Reported procedure: The product of Step A is dissolved partially in 125 ml. of hot chloroform, and 1 g. of dinitrogen tetraoxide is added. The mixture is stirred at 20° C. for about 1 day. The mixture is evaporated to provide a residue which is triturated with isopropyl alcohol. The residue is separated by filtration and recrystallized from acetic acid to provide light yellow crystals of 2-nitro-3-phenylnaphtho-[1,2-b]furan-5-carboxylic acid, m.p. 286°-288° c. (dec.). Starting materials: C1(CCCC1)N1N=C(C=2C1=NC(=NC2N)C2=CC(=CC=C2)N2C=NC=C2)CC (1-cyclopentyl-3-ethyl-6-[3-(1-imidazolyl)phenyl]pyrazolo[3,4-d]pyrimidin-4-amine), N(=O)[O-].[Na+] (sodium nitrite), [NH4+].[OH-] (NH4OH), ice water. Solvent: O.OS(=O)(=O)O (H2O H2SO4), O (water). Run at time 8 hour. Product: C1(CCCC1)N1NC(=C2C1=NC(=NC2=O)C2=CC(=CC=C2)N2C=NC=C2)CC (1-cyclopentyl-3-ethyl-6-[3-(1-imidazolyl)phenyl]pyrazolo[3,4-d]pyrimidin-4-one). Reaction SMILES: [CH:1]1([N:6]2[C:10]3=[N:11][C:12]([C:16]4[CH:21]=[CH:20][CH:19]=[C:18]([N:22]5[CH:26]=[CH:25][N:24]=[CH:23]5)[CH:17]=4)=[N:13][C:14](N)=[C:9]3[C:8]([CH2:27][CH3:28])=[N:7]2)[CH2:5][CH2:4][CH2:3][CH2:2]1.N([O-])=[O:30].[Na+].[NH4+].[OH-]>O.OS(O)(=O)=O.O>[CH:1]1([N:6]2[C:10]3=[N:11][C:12]([C:16]4[CH:21]=[CH:20][CH:19]=[C:18]([N:22]5[CH:26]=[CH:25][N:24]=[CH:23]5)[CH:17]=4)=[N:13][C:14](=[O:30])[C:9]3=[C:8]([CH2:27][CH3:28])[NH:7]2)[CH2:5][CH2:4][CH2:3][CH2:2]1 |f:1.2,3.4,5.6|. Reported procedure: To a solution of 1-cyclopentyl-3-ethyl-6-[3-(1-imidazolyl)phenyl]pyrazolo[3,4-d]pyrimidin-4-amine (6.24 g, 16.7 mmol), in 45 ml of H2O/H2SO4 (1:1) in an EtOH/ice bath was added sodium nitrite (5.77 g) in water (5 ml) in small portions over 1.5 hours. The reaction mixture was warmed to room temperature and stirred overnight. The reaction mixture was poured into ice/water (500 ml) and neutralized with NH4OH to afford a yellow precipitate which was collected by filtration, washed with water, then e... Starting materials: FC(OC=1C=C(C=CC1)C(C)N)(F)F (1-(3-trifluoromethoxy-phenyl)-ethyl amine), COC(=O)C=1SC(=CC1)C(=O)O (thiophene-2,5-dicarboxylic acid monomethyl ester). The product is COC(=O)C=1SC(=CC1)C(NC(C)C1=CC(=CC=C1)OC(F)(F)F)=O (5-[1-(3-Trifluoromethoxy-phenyl)-ethylcarbamoyl]-thiophene-2-carboxylic acid methyl ester). As a reaction SMILES: [F:1][C:2]([F:14])([F:13])[O:3][C:4]1[CH:5]=[C:6]([CH:10]([NH2:12])[CH3:11])[CH:7]=[CH:8][CH:9]=1.[CH3:15][O:16][C:17]([C:19]1[S:20][C:21]([C:24](O)=[O:25])=[CH:22][CH:23]=1)=[O:18]>>[CH3:15][O:16][C:17]([C:19]1[S:20][C:21]([C:24](=[O:25])[NH:12][CH:10]([C:6]2[CH:7]=[CH:8][CH:9]=[C:4]([O:3][C:2]([F:13])([F:14])[F:1])[CH:5]=2)[CH3:11])=[CH:22][CH:23]=1)=[O:18]. Reported procedure: The title compound was prepared in an analogous manner to that described in example 1, step 2 from 1-(3-trifluoromethoxy-phenyl)-ethyl amine and thiophene-2,5-dicarboxylic acid monomethyl ester. The yield is 100.7%. Starting materials: C(C)(=O)N1CCC2=CC(=C(C=C12)Br)SCCC (1-Acetyl-6-bromo-5-propylthioindoline), C(=O)([O-])[O-].[K+].[K+] (K2CO3), ICC (iodoethane). The product is C(C)(=O)N1CCC2=CC(=C(C=C12)Br)SCC (1-Acetyl-6-bromo-5-ethylthioindoline). Reaction SMILES: [C:1]([N:4]1[C:12]2[C:7](=[CH:8][C:9]([S:14][CH2:15][CH2:16]C)=[C:10]([Br:13])[CH:11]=2)[CH2:6][CH2:5]1)(=[O:3])[CH3:2].C([O-])([O-])=O.[K+].[K+].ICC>CS(C)=O>[C:1]([N:4]1[C:12]2[C:7](=[CH:8][C:9]([S:14][CH2:15][CH3:16])=[C:10]([Br:13])[CH:11]=2)[CH2:6][CH2:5]1)(=[O:3])[CH3:2] |f:1.2.3|. Reported procedure: The thiol (D79) (0.35 g, 1.29 mmol) was treated with K2CO3 (0.20 g, 1.45 mmol) and iodoethane (0.31 ml, 3.88 mmol) in DMSO (15 ml) at the 50° C. as in the method of Description 80 to afford the title compound (0.39 g, 100%) as a pale yellow solid. The solvent is CS(=O)C (DMSO).